From a dataset of the Open Reaction Database (ORD), a public repository of structured organic reaction records. describe an organic reaction: reactants, conditions, products, and yield Starting materials: OC(CCC)C=1C=2N(C(=CC1)OC)N=C(C2)C(F)(F)F (4-(1-hydroxybutyl)-7-methoxy-2-trifluoromethyl-pyrazolo[1,5-a]pyridine). The reagents and catalysts are [O-2].[O-2].[Mn+4] (manganese dioxide), [O-2].[O-2].[Mn+4] (manganese dioxide), [O-2].[O-2].[Mn+4] (manganese dioxide), [O-2].[O-2].[Mn+4] (manganese dioxide). Solvent: ClCCl (dichloromethane). Conditions: time 16 hour. Yields the product C(CCC)(=O)C=1C=2N(C(=CC1)OC)N=C(C2)C(F)(F)F (4-butyryl-7-methoxy-2-trifluoromethyl-pyrazolo[1,5-a]pyridine). Isolated yield 66.1%. Reaction SMILES: [OH:1][CH:2]([C:6]1[C:7]2[N:8]([N:14]=[C:15]([C:17]([F:20])([F:19])[F:18])[CH:16]=2)[C:9]([O:12][CH3:13])=[CH:10][CH:11]=1)[CH2:3][CH2:4][CH3:5]>ClCCl.[O-2].[O-2].[Mn+4]>[C:2]([C:6]1[C:7]2[N:8]([N:14]=[C:15]([C:17]([F:19])([F:20])[F:18])[CH:16]=2)[C:9]([O:12][CH3:13])=[CH:10][CH:11]=1)(=[O:1])[CH2:3][CH2:4][CH3:5] |f:2.3.4|. Reported procedure: The compound of Example 136 (265 mg) was dissolved in dichloromethane (5.00 mL). To this solution, activated manganese dioxide (801 mg) was added and the mixture was stirred at room temperature for 16 hours. Subsequently, a second portion of activated manganese dioxide (801 mg) was added and the mixture was stirred at room temperature for 10 hours. A third portion of activated manganese dioxide (801 mg) was then added and the mixture was stirred at room temperature for 10.5 hours. Finally, a fou...